This data is from the Open Reaction Database (ORD), a public repository of structured organic reaction records. The task is: describe an organic reaction: reactants, conditions, products, and yield Reactants: NC=1C=C(C=CC1C1CCCCC1)C(C(=O)OCC)=O (ethyl 3-amino-4-cyclohexylphenylglyoxylate), Cl (hydrochloric acid), Cl (hydrochloric acid), N(=O)[O-].[Na+] (sodium nitrite). The solvent is O (water). Reaction conditions: time 10 minute. Product: OC=1C=C(C=CC1C1CCCCC1)C(C(=O)O)=O (3-hydroxy-4-cyclohexylphenylglyoxylic acid). RXN SMILES: N[C:2]1[CH:3]=[C:4]([C:14](=[O:20])[C:15]([O:17]CC)=[O:16])[CH:5]=[CH:6][C:7]=1[CH:8]1[CH2:13][CH2:12][CH2:11][CH2:10][CH2:9]1.Cl.N([O-])=[O:23].[Na+]>O>[OH:23][C:2]1[CH:3]=[C:4]([C:14](=[O:20])[C:15]([OH:17])=[O:16])[CH:5]=[CH:6][C:7]=1[CH:8]1[CH2:13][CH2:12][CH2:11][CH2:10][CH2:9]1 |f:2.3|. Procedure details: To 4.5 g. of ethyl 3-amino-4-cyclohexylphenylglyoxylate suspension in 125 ml. of 80% hydrochloric acid and cooled to 0° C. is added dropwise a solution of 1.2 g. of sodium nitrite in 15 ml. of water. After about 10 min., 200 ml. of 50% hydrochloric acid is added portion wise and stirred for 15 hours. The reaction mixture is then poured onto ice water and extracted with chloroform, dried over sodium sulfate and concentrated in vacuo. The residue is crystallized to obtain 3-hydroxy-4-cyclohexylphe... The reactants are ClC(C=O)(C=C(Cl)Cl)Cl (2,2,4,4-tetrachloro-but-3-enal), P(OC)(OC)OC (trimethyl phosphite). The solvent is C1=CC=CC=C1 (benzene), C1=CC=CC=C1 (benzene). Conditions: time 15 minute. The product is P(=O)(OC=C(C=C(Cl)Cl)Cl)(OC)OC (2,4,4-trichlorobutadienyl dimethyl phosphate). Isolated yield 80.0%. Reaction SMILES: [Cl:1][C:2](Cl)([CH:5]=[C:6]([Cl:8])[Cl:7])[CH:3]=[O:4].[P:10]([O:15]C)([O:13][CH3:14])[O:11][CH3:12]>C1C=CC=CC=1>[P:10]([O:13][CH3:14])([O:11][CH3:12])([O:4][CH:3]=[C:2]([Cl:1])[CH:5]=[C:6]([Cl:8])[Cl:7])=[O:15]. Procedure: 60 g of this 2,2,4,4-tetrachloro-but-3-enal in 100 ml of benzene were reacted with 45 g of trimethyl phosphite in 100 ml of benzene, while stirring, and at a temperature of 60 to 65° C over a period of 15 minutes, and subsequently heated under reflux for 1.5 hours. After the solvent had been removed, 81 g of crude product remained. This was distilled at 0.1 to 0.2 torr and yielded 65 g of product at 110 to 112° C. NMR-spectrum: δ(CH3O--) : 3.9 ppm, J = 12 Hz; δ(C=CH-C) : 6.68 ppm; δ(CH-O-P) : 7.... Product: CCC(CC)C1OCC=CCO1 (4,7-dihydro-2-(3-pentyl)-1,3-dioxepin). Reported procedure: To a one liter flask equipped with heating jacket, agitator and condenser fitted with a Dean-Stark trap was charged 100 grams (1.0 mole), 2-ethyl-butanal, 97 grams(1.1 mole) 2-butene-1,4-diol, 80 grams cyclohexane and 0.2 grams p-toluenesulfonic acid monohydrate. The mixture was heated with vigorous agitation at reflux (84° - 99°C.) until water no longer continued to be distilled from the reaction mixture (1.2 hours). The reaction mixture was cooled to room temperature and the p-toluenesulfonic ... Yield: 86.0%. The solvent is O (water). The reagents and catalysts are O.C1(=CC=C(C=C1)S(=O)(=O)O)C (p-toluenesulfonic acid monohydrate). Starting materials: C(C)C(C=O)CC (2-ethyl-butanal), C(C=CCO)O (2-butene-1,4-diol), C1CCCCC1 (cyclohexane). Reaction SMILES: [CH2:1]([CH:3]([CH2:6][CH3:7])[CH:4]=[O:5])[CH3:2].[CH2:8](O)[CH:9]=[CH:10][CH2:11][OH:12].C1CCCCC1>O.C1(C)C=CC(S(O)(=O)=O)=CC=1.O>[CH3:2][CH2:1][CH:3]([CH:4]1[O:12][CH2:11][CH:10]=[CH:9][CH2:8][O:5]1)[CH2:6][CH3:7] |f:3.4|. Reactants: [Na].CN([Si](C)(C)C)[SiH3].O1CCCC1 (tetramethyldisilazane sodium tetrahydrofuran), O1CCCC1 (tetrahydrofuran), C1(CCC1)CC(=O)OCC (ethyl 2-cyclobutylacetate), O1CCCC1 (tetrahydrofuran), C(C=C)Br (allyl bromide). Run in O (water). Run at temperature -78 celsius, time 10 minute. Product: C1(CCC1)C(C(=O)OCC)CC=C (Ethyl(±)-2-cyclobutylpent-4-enoate). As a reaction SMILES: [Na].CN([SiH3])[Si](C)(C)C.O1C[CH2:12][CH2:11][CH2:10]1.O1CCCC1.[CH:19]1([CH2:23][C:24]([O:26][CH2:27][CH3:28])=[O:25])[CH2:22][CH2:21][CH2:20]1.C(Br)C=C>O>[CH:19]1([CH:23]([CH2:12][CH:11]=[CH2:10])[C:24]([O:26][CH2:27][CH3:28])=[O:25])[CH2:22][CH2:21][CH2:20]1 |f:0.1.2,^1:0|. Reported procedure: A 1.9 M tetramethyldisilazane sodium-tetrahydrofuran solution (9.44 mL, 18.0 mmol) was added dropwise over 10 minutes to a tetrahydrofuran (40 mL) solution of ethyl 2-cyclobutylacetate (2.32 g, 16.3 mmol) cooled to −78° C., and the mixture was then stirred at −78° C. for 10 minutes. Subsequently, a tetrahydrofuran (10 mL) solution of allyl bromide (7.90 g, 65.3 mmol) was added dropwise thereto over 10 minutes, and the mixture was stirred at room temperature for 17 hours. The mixture was treated ...